This data is from the Open Reaction Database (ORD), a public repository of structured organic reaction records. The task is: describe an organic reaction: reactants, conditions, products, and yield Reactants: COc1ccc(S(=O)(=O)N(CC=C(C)C)CC(=O)OC(C)(C)C)cc1, ClCCl, CO, O=[O+][O-], c1ccc(P(c2ccccc2)c2ccccc2)cc1. Yields the product COc1ccc(S(=O)(=O)N(CC=O)CC(=O)OC(C)(C)C)cc1. RXN SMILES: [C:4]([CH3:5])([CH3:6])([CH3:7])[O:8][C:9]([CH2:10][N:11]([CH2:12][CH:13]=[C:14]([CH3:15])[CH3:16])[S:17](=[O:18])(=[O:19])[c:20]1[cH:21][cH:22][c:23]([O:26][CH3:27])[cH:24][cH:25]1)=[O:28].[CH2:50]([Cl:51])[Cl:52].[CH3:48][OH:49].[O-:1][O+:2]=[O:3].[c:29]1([P:30]([c:31]2[cH:32][cH:33][cH:34][cH:35][cH:36]2)[c:37]2[cH:38][cH:39][cH:40][cH:41][cH:42]2)[cH:43][cH:44][cH:45][cH:46][cH:47]1>>[O:1]=[CH:13][CH2:12][N:11]([CH2:10][C:9]([O:8][C:4]([CH3:5])([CH3:6])[CH3:7])=[O:28])[S:17](=[O:18])(=[O:19])[c:20]1[cH:21][cH:22][c:23]([O:26][CH3:27])[cH:24][cH:25]1.